This data is from the Open Reaction Database (ORD), a public repository of structured organic reaction records. The task is: describe an organic reaction: reactants, conditions, products, and yield The reactants are [H-].[Al+3].[Li+].[H-].[H-].[H-] (Lithium aluminum hydride), ClC1=CC=C(C=C1)N1CC(CC1=O)C(=O)O (1-(4-chlorophenyl)-5-oxo-3-pyrrolidinecarboxylic acid), C(C)(=O)OCC (Ethyl acetate), [OH-].[Na+] (sodium hydroxide). The solvent is C1CCOC1 (THF). Product: ClC1=CC=C(C=C1)N1CC(CC1)CO (1-(4-Chlorophenyl)-3-hydroxymethylpyrrolidine). Isolated yield 97.8%. As a reaction SMILES: [H-].[Al+3].[Li+].[H-].[H-].[H-].[Cl:7][C:8]1[CH:13]=[CH:12][C:11]([N:14]2[C:18](=O)[CH2:17][CH:16]([C:20](O)=[O:21])[CH2:15]2)=[CH:10][CH:9]=1.C(OCC)(=O)C.[OH-].[Na+]>C1COCC1>[Cl:7][C:8]1[CH:13]=[CH:12][C:11]([N:14]2[CH2:18][CH2:17][CH:16]([CH2:20][OH:21])[CH2:15]2)=[CH:10][CH:9]=1 |f:0.1.2.3.4.5,8.9|. Procedure details: Lithium aluminum hydride (2.93 g) is suspended in THF (90 ml) under ice-cooling and thereto is added 1-(4-chlorophenyl)-5-oxo-3-pyrrolidinecarboxylic acid (4.63 g) in portions. The mixture is stirred under refluxing for 20 hours. Ethyl acetate and a small amount of 1N aqueous sodium hydroxide solution are added to the reaction mixture to decompose the excess reducing agent. The mixture is filtered and the filtrate is concentrated under reduced pressure. The residue is subjected to silica gel col... Starting materials: COC1=CC=C(CCl)C=C1 (4-methoxybenzylchloride), BrC=1C=C2C(=NNC2=CC1)C=1N=NN(C1)C1=CC=C(C=C1)C(=O)N1CCOCC1 ({4-[4-(5-Bromo-1H-indazol-3-yl)-[1,2,3]triazol-1-yl]-phenyl}-morpholin-4-yl-methanone), [OH-].[K+] (KOH). Run in CC(=O)C (acetone), CN(C)C=O (DMF), Cl (HCl). Yields the product BrC=1C=C2C(=NN(C2=CC1)CC1=CC=C(C=C1)OC)C=1N=NN(C1)C1=CC=C(C=C1)C(=O)N1CCOCC1 (5-bromo-1-(4-methoxybenzyl)-3-{1-[4-(morpholin-4-ylcarbonyl)phenyl]-1H-1,2,3-triazol-4-yl}-1H-indazole). The yield is 130.0%. As a reaction SMILES: [CH3:1][O:2][C:3]1[CH:10]=[CH:9][C:6]([CH2:7]Cl)=[CH:5][CH:4]=1.[Br:11][C:12]1[CH:13]=[C:14]2[C:18](=[CH:19][CH:20]=1)[NH:17][N:16]=[C:15]2[C:21]1[N:22]=[N:23][N:24]([C:26]2[CH:31]=[CH:30][C:29]([C:32]([N:34]3[CH2:39][CH2:38][O:37][CH2:36][CH2:35]3)=[O:33])=[CH:28][CH:27]=2)[CH:25]=1.[OH-].[K+]>CC(C)=O.CN(C=O)C.Cl>[Br:11][C:12]1[CH:13]=[C:14]2[C:18](=[CH:19][CH:20]=1)[N:17]([CH2:7][C:6]1[CH:9]=[CH:10][C:3]([O:2][CH3:1])=[CH:4][CH:5]=1)[N:16]=[C:15]2[C:21]1[N:22]=[N:23][N:24]([C:26]2[CH:27]=[CH:28][C:29]([C:32]([N:34]3[CH2:35][CH2:36][O:37][CH2:38][CH2:39]3)=[O:33])=[CH:30][CH:31]=2)[CH:25]=1 |f:2.3|. Procedure: 4-methoxybenzylchloride (1.13 mL; 8.27 mmol; 1.5 eq.) was added dropwise to a solution of {4-[4-(5-Bromo-1H-indazol-3-yl)-[1,2,3]triazol-1-yl]-phenyl}-morpholin-4-yl-methanone (2.5 g; 5.5 mmol; 1.0 eq.) and KOH (0.34 g; 6.07 mmol; 1.1 eq.) in acetone (75 mL) and DMF (25 mL). The reaction mixture was stirred at RT O/N. It was then diluted with a 0.1N HCl solution and extracted three times with EtOAc. Combined organic phases were washed with brine, dried over magnesium sulfate, filtered and concen... Starting materials: C=O (formaldehyde), Cl.COC=1C=C2C(CNCC2=CC1)CCNC(C)=O (N-[2-(6-methoxy-1,2,3,4-tetrahydro-4-isoquinolinyl)ethyl]acetamide hydrochloride), Cl (HCl). Solvent: C(=O)O (Formic acid). Conditions: temperature 80 celsius. Product: Cl.COC=1C=C2C(CN(CC2=CC1)C)CCNC(C)=O (N-[2-(6-methoxy-2-methyl-1,2,3,4-tetrahydro-4-isoquinolinyl)ethyl]-acetamide hydrochloride). RXN SMILES: [CH2:1]=O.[ClH:3].[CH3:4][O:5][C:6]1[CH:7]=[C:8]2[C:13](=[CH:14][CH:15]=1)[CH2:12][NH:11][CH2:10][CH:9]2[CH2:16][CH2:17][NH:18][C:19](=[O:21])[CH3:20].Cl>C(O)=O>[ClH:3].[CH3:4][O:5][C:6]1[CH:7]=[C:8]2[C:13](=[CH:14][CH:15]=1)[CH2:12][N:11]([CH3:1])[CH2:10][CH:9]2[CH2:16][CH2:17][NH:18][C:19](=[O:21])[CH3:20] |f:1.2,5.6|. Procedure: Formic acid (0.55 ml) and 37% formaldehyde (0.6 ml) are added at 0° C. to the compound obtained in Example 4 (1.8 g; 7.2 mmol) in the form of a base. The reaction mixture is heated at 80° C. for 24 hours with stirring. After having cooled the reaction mixture to 0° C., 10 ml of 6N HCl are added. The mixture is then washed with ether, rendered alkaline with 2N NaOH and extracted with ether. The organic phase is dried over magnesium sulphate, filtered and evaporated under reduced pressure. The yel... The reactants are C(CCC)/N=C/C1=C(C=CC=C1F)Cl (butyl-[1-(2-chloro-6-fluoro-phenyl)-meth-(E)-ylidene]-amine), C(C)[Mg]Br (ethylmagnesium bromide). Run in O1CCCC1 (tetrahydrofuran), CCOCC (ether). Yields the product C(CCC)/N=C/C1=C(C=CC=C1F)CC (Butyl-[1-(2-ethyl-6-fluoro-phenyl)-meth-(E)-ylidene]-amine). As a reaction SMILES: [CH2:1](/[N:5]=[CH:6]/[C:7]1[C:12]([F:13])=[CH:11][CH:10]=[CH:9][C:8]=1Cl)[CH2:2][CH2:3][CH3:4].[CH2:15]([Mg]Br)[CH3:16]>O1CCCC1.CCOCC>[CH2:1](/[N:5]=[CH:6]/[C:7]1[C:12]([F:13])=[CH:11][CH:10]=[CH:9][C:8]=1[CH2:15][CH3:16])[CH2:2][CH2:3][CH3:4]. Procedure: Prepared as described in Example 58(a) as by-product of reaction between butyl-[1-(2-chloro-6-fluoro-phenyl)-meth-(E)-ylidene]-amine and ethylmagnesium bromide in tetrahydrofuran and ether. MS (ISP): 208.3 ([M+H]+).